Dataset: the Open Reaction Database (ORD), a public repository of structured organic reaction records. Task: describe an organic reaction: reactants, conditions, products, and yield Reactants: ClC1=C(C(=CC(=C1)Cl)Cl)NN (2,4,6-trichlorophenylhydrazine), C(#N)C(C(=O)NC(=O)OCC)=C(NNC1=C(C=C(C=C1Cl)Cl)Cl)C (α-cyano-β-methyl-β-(2,4,6-trichlorophenylhydrazino)-N-ethoxycarbonylacrylamide). Yields the product C(#N)C=1C(NC(N(C1C)NC1=C(C=C(C=C1Cl)Cl)Cl)=O)=O (5-cyano-6-methyl-1-(2,4,6-trichloroanilino)-2,4-pyrimidinedione). As a reaction SMILES: ClC1C=C(Cl)C=C(Cl)C=1NN.[C:12]([C:14](=[C:23]([CH3:35])[NH:24][NH:25][C:26]1[C:31]([Cl:32])=[CH:30][C:29]([Cl:33])=[CH:28][C:27]=1[Cl:34])[C:15]([NH:17][C:18](OCC)=[O:19])=[O:16])#[N:13]>>[C:12]([C:14]1[C:15](=[O:16])[NH:17][C:18](=[O:19])[N:24]([NH:25][C:26]2[C:31]([Cl:32])=[CH:30][C:29]([Cl:33])=[CH:28][C:27]=2[Cl:34])[C:23]=1[CH3:35])#[N:13]. Procedure details: Following the method of Example 1, N-ethoxycarbonylcyanoacetamide is heated with triethyl orthoacetate and acetic anhydride to give α-cyano-β-ethoxy-β-methyl-N-ethoxycarbonylacrylamide, which in turn is reacted with 2,4,6-trichlorophenylhydrazine. The resulting compound α-cyano-β-methyl-β-(2,4,6-trichlorophenylhydrazino)-N-ethoxycarbonylacrylamide (m.p.=183°-184°) is cyclized, yielding 5-cyano-6-methyl-1-(2,4,6-trichloroanilino)-2,4-pyrimidinedione, m.p.=>305°. The reactants are ClC(=O)OCC(C)C (Isobutyl chloroformate), CN1CCOCC1 (N-methylmorpholine), ice, O1CCN(CC1)CC#CC(=O)O (4-morpholino-2-butynoic acid), NC=1C=C2C(=C(C=NC2=CC1)C#N)NC1=CC(=CC=C1)Br (6-amino-4-[(3-bromophenyl)amino]-3-quinolinecarbonitrile). Solvent: O1CCCC1 (tetrahydrofuran), N1=CC=CC=C1 (pyridine). Reaction conditions: time 30 minute. The product is BrC=1C=C(C=CC1)NC1=C(C=NC2=CC=C(C=C12)NC(C#CCN1CCOCC1)=O)C#N (N-[4-[(3-Bromophenyl)amino]-3-cyano-6-quinolinyl]-4-morpholino-2-butynamide). Yield: 26.5%. Reaction SMILES: ClC(OCC(C)C)=O.CN1CCOCC1.[O:16]1[CH2:21][CH2:20][N:19]([CH2:22][C:23]#[C:24][C:25]([OH:27])=O)[CH2:18][CH2:17]1.[NH2:28][C:29]1[CH:30]=[C:31]2[C:36](=[CH:37][CH:38]=1)[N:35]=[CH:34][C:33]([C:39]#[N:40])=[C:32]2[NH:41][C:42]1[CH:47]=[CH:46][CH:45]=[C:44]([Br:48])[CH:43]=1>O1CCCC1.N1C=CC=CC=1>[Br:48][C:44]1[CH:43]=[C:42]([NH:41][C:32]2[C:31]3[C:36](=[CH:37][CH:38]=[C:29]([NH:28][C:25](=[O:27])[C:24]#[C:23][CH2:22][N:19]4[CH2:18][CH2:17][O:16][CH2:21][CH2:20]4)[CH:30]=3)[N:35]=[CH:34][C:33]=2[C:39]#[N:40])[CH:47]=[CH:46][CH:45]=1. Procedure: Isobutyl chloroformate(0.161 g, 1.18 mmol) and N-methylmorpholine(0.150 g, 1.48 mmol) were added to an ice cold solution of 0.250 g (1.48 mmol) of 4-morpholino-2-butynoic acid in 10 mL of tetrahydrofuran under N2. After stirring for 30 min, a solution of 0.250 g (0.74 mmol) of 6-amino-4-[(3-bromophenyl)amino]-3-quinolinecarbonitrile in 8 mL of pyridine was added and the mixture was stirred at 0° C. for 2 h. The reaction was quenched with ice water and then poured into saturated sodium bicarbonat... The reactants are BrC1=CC(=C(C=C1C)O)C(CCl)(C)C (4-bromo-2-(2-chloro-1,1-dimethyl-ethyl)-5-methyl-phenol), BrC1=CC(=C(C=C1C)O)C(CCl)(C)C (4-bromo-2-(2-chloro-1,1-dimethyl-ethyl)-5-methyl-phenol), [H-].[Na+] (sodium hydride). The solvent is O1CCCC1 (tetrahydrofuran), O1CCCC1 (tetrahydrofuran). Reaction conditions: time 0.5 hour. Yields the product BrC=1C(=CC2=C(C(CO2)(C)C)C1)C (5-Bromo-3,3,6-trimethyl-2,3-dihydro-benzofuran). The yield is 84.7%. As a reaction SMILES: [H-].[Na+].[Br:3][C:4]1[C:9]([CH3:10])=[CH:8][C:7]([OH:11])=[C:6]([C:12]([CH3:16])([CH3:15])[CH2:13]Cl)[CH:5]=1>O1CCCC1>[Br:3][C:4]1[C:9]([CH3:10])=[CH:8][C:7]2[O:11][CH2:13][C:12]([CH3:16])([CH3:15])[C:6]=2[CH:5]=1 |f:0.1|. Procedure: To a stirred, cooled (ice bath) suspension of sodium hydride (60% dispersion in mineral oil, 1.23 g, 30.85 mmol) in 50 mL of anhydrous tetrahydrofuran under argon, a solution of 4-bromo-2-(2-chloro-1,1-dimethyl-ethyl)-5-methyl-phenol (Compound 46, 6.2 g, 25.7 mmol) in 10 mL of anhydrous tetrahydrofuran was added. After 0.5 hour, the excess sodium hydride was quenched with methanol and the reaction mixture was evaporated in vacuo. The residue was diluted with water, extracted with ether and the o... Reactants: C1(=CC=CC=C1)S(=O)Cl (Phenylsulfinyl chloride), C(C)(=O)[C@]1([C@]2(C)[C@@H](CC1=C)[C@@H]1CCC3=CC(C=C[C@]3(C)C1=CC2)=O)O (17α-Acetyl-17β-hydroxy-16-methyleneandrost-1,4,9(11)-trien-3-one), P(=O)([O-])([O-])[O-] (phosphate). Solvent: C(Cl)Cl (methylene chloride), C(Cl)Cl (methylene chloride), C(C)N(CC)CC (triethylamine). Product: C1(=CC=CC=C1)S(=O)CC1=C(C(C)=O)[C@]2(CC=C3[C@]4(C=CC(C=C4CC[C@H]3[C@@H]2C1)=O)C)C (16-(Phenylsulfinylmethyl)pregn-1,4,9(11),16-tetraene-3,20-dione). Reaction SMILES: [C:1]1([S:7](Cl)=[O:8])[CH:6]=[CH:5][CH:4]=[CH:3][CH:2]=1.[C:10]([C@:13]1(O)[C:18](=[CH2:19])[CH2:17][C@H:16]2[C@H:20]3[C:30](=[CH:31][CH2:32][C@:14]12[CH3:15])[C@:28]1([CH3:29])[C:23](=[CH:24][C:25](=[O:33])[CH:26]=[CH:27]1)[CH2:22][CH2:21]3)(=[O:12])[CH3:11].P([O-])([O-])([O-])=O>C(Cl)Cl.C(N(CC)CC)C>[C:1]1([S:7]([CH2:19][C:18]2[CH2:17][C@@H:16]3[C@:14]([CH3:15])([CH2:32][CH:31]=[C:30]4[C@H:20]3[CH2:21][CH2:22][C:23]3[C@:28]4([CH3:29])[CH:27]=[CH:26][C:25](=[O:33])[CH:24]=3)[C:13]=2[C:10](=[O:12])[CH3:11])=[O:8])[CH:6]=[CH:5][CH:4]=[CH:3][CH:2]=1. Procedure details: Phenylsulfinyl chloride in methylene chloride (2.5N, 2.4 ml) was added to a mixture of 17α-acetyl-17β-hydroxy-16-methyleneandrost-1,4,9(11)-trien-3-one (VB, Example 17, 1 g) in methylene chloride (10 ml) and triethylamine (0.82 ml) previously cooled to -30° over a period of 2 hrs. The reaction is plunged into phosphate buffer (pH 7, 10 ml); the phases are separated; the aqueous phase is extracted with methylene chloride; the organic phases are combined and dried over sodium sulfate and concentra... Reactants: S(=S)(=O)([O-])[O-].[Na+].[Na+] (sodium thiosulfate), C(CCC)OCCOC1=CC=C(C=C1)C=1C=CC2=C(C=C(CCN2CC(C)C)C(=O)NC2=CC=C(C=C2)SCCN2C=NN=C2)C1 (7-[4-(2-butoxyethoxy)phenyl]-N-[4-(4H-1,2,4-triazol-4-ylethylthio)phenyl]-1-isobutyl-2,3-dihydro-1H-benzazepine-4-carboxamide), ClC1=CC(=CC=C1)C(=O)OO (3-chloroperbenzoic acid). The solvent is ClCCl (dichloromethane), ClCCl (dichloromethane). Conditions: temperature -78 celsius, time 1 hour. The product is C(CCC)OCCOC1=CC=C(C=C1)C=1C=CC2=C(C=C(CCN2CC(C)C)C(=O)NC2=CC=C(C=C2)S(=O)CCN2C=NN=C2)C1 (7-[4-(2-butoxyethoxy)phenyl]-N-[4-(4H-1,2,4-triazol-4-ylethylsulfinyl)phenyl]-1-isobutyl-2,3-dihydro-1H-benzazepine-4-carboxamide). Isolated yield 83.1%. RXN SMILES: [CH2:1]([O:5][CH2:6][CH2:7][O:8][C:9]1[CH:14]=[CH:13][C:12]([C:15]2[CH:16]=[CH:17][C:18]3[N:24]([CH2:25][CH:26]([CH3:28])[CH3:27])[CH2:23][CH2:22][C:21]([C:29]([NH:31][C:32]4[CH:37]=[CH:36][C:35]([S:38][CH2:39][CH2:40][N:41]5[CH:45]=[N:44][N:43]=[CH:42]5)=[CH:34][CH:33]=4)=[O:30])=[CH:20][C:19]=3[CH:46]=2)=[CH:11][CH:10]=1)[CH2:2][CH2:3][CH3:4].ClC1C=CC=C(C(OO)=[O:55])C=1.S([O-])([O-])(=O)=S.[Na+].[Na+]>ClCCl>[CH2:1]([O:5][CH2:6][CH2:7][O:8][C:9]1[CH:14]=[CH:13][C:12]([C:15]2[CH:16]=[CH:17][C:18]3[N:24]([CH2:25][CH:26]([CH3:27])[CH3:28])[CH2:23][CH2:22][C:21]([C:29]([NH:31][C:32]4[CH:33]=[CH:34][C:35]([S:38]([CH2:39][CH2:40][N:41]5[CH:42]=[N:43][N:44]=[CH:45]5)=[O:55])=[CH:36][CH:37]=4)=[O:30])=[CH:20][C:19]=3[CH:46]=2)=[CH:11][CH:10]=1)[CH2:2][CH2:3][CH3:4] |f:2.3.4|. Procedure details: To a solution of 7-[4-(2-butoxyethoxy)phenyl]-N-[4-(4H-1,2,4-triazol-4-ylethylthio)phenyl]-1-isobutyl-2,3-dihydro-1H-benzazepine-4-carboxamide (0.80 g) in dichloromethane (20 ml) was added dropwise a solution of 3-chloroperbenzoic acid (70%, 0.37 g) in dichloromethane (10 ml) at −78° C., and the mixture was stirred for 1 hour at −78° C. To the reaction solution was added sodium thiosulfate solution at room temperature and the mixture was stirred for several minutes. The mixture was extracted wit... Starting materials: [OH-].[NH4+] (ammonium hydroxide), C(C1=CC=C(C(=O)O)C=C1)(=O)O (terephthalic acid), C(C1=CC=C(C(=O)O)C=C1)(=O)O (terephthalic acid), C(C1=CC=C(C(=O)[O-])C=C1)(=O)[O-].[NH4+].[Na+] (sodium ammonium terephthalate), OCC1=CC=C(C(=O)[O-])C=C1.[Na+] (Na p-HMB), [OH-].[Na+] (sodium hydroxide), C(C1=CC=C(C(=O)O)C=C1)(=O)[O-].[Na+] (monosodium terephthalate), C(C1=CC=C(C(=O)[O-])C=C1)(=O)[O-].[NH4+].[Na+] (sodium ammonium terephthalate), OCC1=CC=C(C(=O)[O-])C=C1.[Na+] (Na p-HMB), [NH4+].[OH-] (NH4OH), C(C1=CC=C(C(=O)[O-])C=C1)(=O)[O-].[NH4+].[Na+] (sodium ammonium terephthalate), ammonium salt, C(C1=CC=C(C(=O)[O-])C=C1)(=O)[O-].[Na+].[Na+] (disodium terephthalate), [OH-].[NH4+] (ammonium hydroxide), [NH4+] (ammonium), C(C1=CC=C(C(=O)[O-])C=C1)(=O)[O-] (terephthalate), C(C1=CC=C(C(=O)O)C=C1)(=O)O (terephthalic acid), OCC1=CC=C(C(=O)[O-])C=C1.[Na+] (sodium p-hydroxymethylbenzoate), [Na] (sodium), [OH-].[Na+] (sodium hydroxide), C(C1=CC=C(C(=O)[O-])C=C1)(=O)[O-].[NH4+].[Na+] (sodium ammonium terephthalate), C(C1=CC=C(C(=O)O)C=C1)(=O)O (terephthalic acid), OCC1=CC=C(C(=O)[O-])C=C1.[Na+] (Na p-HMB). The product is OCC1=CC=C(C(=O)O)C=C1 (p-hydroxymethylbenzoic acid). RXN SMILES: [OH-].[NH4+].[C:3]([O-])(=[O:13])[C:4]1[CH:12]=[CH:11][C:7]([C:8]([O-:10])=[O:9])=[CH:6][CH:5]=1.[NH4+].[Na+].C(O)(=O)C1C=CC(C(O)=O)=CC=1.OCC1C=CC(C([O-])=O)=CC=1.[Na+].C([O-])(=O)C1C=CC(C(O)=O)=CC=1.[Na+].[OH-].[Na+].C([O-])(=O)C1C=CC(C([O-])=O)=CC=1.[Na+].[Na+].[Na].[NH4+].C([O-])(=O)C1C=CC(C([O-])=O)=CC=1>>[OH:13][CH2:3][C:4]1[CH:5]=[CH:6][C:7]([C:8]([OH:10])=[O:9])=[CH:11][CH:12]=1 |f:0.1,2.3.4,6.7,8.9,10.11,12.13.14,^1:69|. Procedure: FIG. 1 is a diagram of the invented process using sodium hydroxide and ammonium hydroxide. Terephthalic acid, sodium hydroxide and ammonium hydroxide are metered into reservoir 1 by lines 2, 3 and 4 in ratios of one mole per mole at the beginning of the electrochemical reduction process to form sodium ammonium terephthalate. Added ammonium hydroxide is used as a buffer to raise the pH from approximately 7 to within the range of from about 8.0 to about 11.0. The sodium ammonium salt solution is t... The reactants are NC1=C(C=C(C(=O)NC2=NC=C(C=C2)Br)C=C1)[N+](=O)[O-] (4-amino-N-(5-bromo-pyridin-2-yl)-3-nitro-benzamide). The reagents and catalysts are [Ni] (Raney nickel). Run in C1CCOC1 (THF). The product is NC=1C=C(C(=O)NC2=NC=C(C=C2)Br)C=CC1N (3,4-Diamino-N-(5-bromo-pyridin-2-yl)-benzamide). Reaction SMILES: [NH2:1][C:2]1[CH:17]=[CH:16][C:5]([C:6]([NH:8][C:9]2[CH:14]=[CH:13][C:12]([Br:15])=[CH:11][N:10]=2)=[O:7])=[CH:4][C:3]=1[N+:18]([O-])=O>[Ni].C1COCC1>[NH2:18][C:3]1[CH:4]=[C:5]([CH:16]=[CH:17][C:2]=1[NH2:1])[C:6]([NH:8][C:9]1[CH:14]=[CH:13][C:12]([Br:15])=[CH:11][N:10]=1)=[O:7]. Procedure details: Prepared analogously to example 14b by hydrogenation of 4-amino-N-(5-bromo-pyridin-2-yl)-3-nitro-benzamide using Raney nickel in THF. Starting materials: Cl.BrC=1C=C(C=2N(C1)C(=C(N2)CC)N)C (6-bromo-2-ethyl-8-methyl-imidazo[1,2-a]pyridin-3-ylamine hydrochloride), C(=O)O (formic acid). Run at temperature 80 celsius, time 1 hour. The product is BrC=1C=C(C=2N(C1)C(=C(N2)CC)NC=O)C (N-(6-bromo-2-ethyl-8-methylimidazo[1,2-a]pyridin-3-yl)formamide). Reaction SMILES: Cl.[Br:2][C:3]1[CH:4]=[C:5]([CH3:15])[C:6]2[N:7]([C:9]([NH2:14])=[C:10]([CH2:12][CH3:13])[N:11]=2)[CH:8]=1.[CH:16](O)=[O:17]>>[Br:2][C:3]1[CH:4]=[C:5]([CH3:15])[C:6]2[N:7]([C:9]([NH:14][CH:16]=[O:17])=[C:10]([CH2:12][CH3:13])[N:11]=2)[CH:8]=1 |f:0.1|. Procedure: A suspension of the above prepared 6-bromo-2-ethyl-8-methyl-imidazo[1,2-a]pyridin-3-ylamine hydrochloride (785 g, 2.70 mol, 1 eq.) in formic acid (713 mL, 18.9 mol, 7 eq.) was heated to 80° C. for 2 h. The crude mixture was concentrated in vacuo to low volume (about 400 mL). The residue was brought up in water (1 L) and a 3 M solution of NaOH (2 L), and further basified with a saturated NaHCO3 solution until foaming ceased and pH reached 8-9. After homogenization for 1 h, the precipitate was fil... Procedure details: A solution of ethyl 1-[2-(dibenzylamino)propanoyl]cyclopropanecarboxylate (1.31 g) in methanol (60 mL) was cooled to 0° C., 90% sodium borohydride (350 mg) was added, and the mixture was stirred at room temperature for 17 hr. Water was added to the reaction mixture, and the mixture was extracted with ethyl acetate. The extract was washed with saturated brine, dried over anhydrous magnesium sulfate, and concentrated under reduced pressure. The residue s was purified by silica gel column chromatog... Reaction SMILES: [CH2:1]([N:8]([CH2:21][C:22]1[CH:27]=[CH:26][CH:25]=[CH:24][CH:23]=1)[CH:9]([CH3:20])[C:10]([C:12]1([C:15]([O:17][CH2:18][CH3:19])=[O:16])[CH2:14][CH2:13]1)=[O:11])[C:2]1[CH:7]=[CH:6][CH:5]=[CH:4][CH:3]=1.[BH4-].[Na+].O>CO>[CH2:21]([N:8]([CH2:1][C:2]1[CH:3]=[CH:4][CH:5]=[CH:6][CH:7]=1)[CH:9]([CH3:20])[CH:10]([C:12]1([C:15]([O:17][CH2:18][CH3:19])=[O:16])[CH2:13][CH2:14]1)[OH:11])[C:22]1[CH:23]=[CH:24][CH:25]=[CH:26][CH:27]=1 |f:1.2|. Isolated yield 99.5%. Reactants: [BH4-].[Na+] (sodium borohydride), C(C1=CC=CC=C1)N(C(C(=O)C1(CC1)C(=O)OCC)C)CC1=CC=CC=C1 (ethyl 1-[2-(dibenzylamino)propanoyl]cyclopropanecarboxylate), O (Water). Run in CO (methanol). Run at time 17 hour. Product: C(C1=CC=CC=C1)N(C(C(O)C1(CC1)C(=O)OCC)C)CC1=CC=CC=C1 (Ethyl 1-[(1RS,2RS)-2-(dibenzylamino)-1-hydroxypropyl]cyclopropanecarboxylate). The reactants are CC(=O)O[BH-](OC(C)=O)OC(C)=O, CC(=O)O, O=CC1CCCCC1, Cl, OCC1CCCNC1, [Na+], C1CCOC1. Product: OCC1CCCN(CC2CCCCC2)C1. RXN SMILES: [C:17]([O:18][BH-:19]([O:20][C:21](=[O:22])[CH3:23])[O:24][C:25](=[O:26])[CH3:27])(=[O:28])[CH3:29].[CH3:37][C:38](=[O:39])[OH:40].[CH:9]1([CH:15]=[O:16])[CH2:10][CH2:11][CH2:12][CH2:13][CH2:14]1.[ClH:31].[NH:1]1[CH2:2][CH:3]([CH2:7][OH:8])[CH2:4][CH2:5][CH2:6]1.[Na+:30].[O:32]1[CH2:33][CH2:34][CH2:35][CH2:36]1>>[N:1]1([CH2:15][CH:9]2[CH2:10][CH2:11][CH2:12][CH2:13][CH2:14]2)[CH2:2][CH:3]([CH2:7][OH:8])[CH2:4][CH2:5][CH2:6]1.